This data is from the Open Reaction Database (ORD), a public repository of structured organic reaction records. The task is: describe an organic reaction: reactants, conditions, products, and yield Starting materials: C(C)(C)(C)OC=1C(C(C1NC1=CC(=CC=C1)C(NC(C)(C1=CC=CC=C1)C)C1=CC=C(C=C1)OC)=O)=O (3-t-butoxy-4-{3-[(4-methoxyphenyl )-(1-methyl-1-phenylethylamino)methyl]phenylamino}-3-cyclobutene-1,2-dione), FC(C(=O)O)(F)F (trifluoroacetic acid). Run in ClCCl (dichloromethane). Yields the product OC=1C(C(C1NC1=CC(=CC=C1)C(NC(C)(C1=CC=CC=C1)C)C1=CC=C(C=C1)OC)=O)=O (3-Hydroxy-4-{3-[(4-methoxyphenyl)-(1-methyl-1-phenylethylamino)methyl]phenylamino}-3-cyclobutene-1,2-dione). Isolated yield 99.8%. Reaction SMILES: C([O:5][C:6]1[C:7](=[O:37])[C:8](=[O:36])[C:9]=1[NH:10][C:11]1[CH:16]=[CH:15][CH:14]=[C:13]([CH:17]([C:28]2[CH:33]=[CH:32][C:31]([O:34][CH3:35])=[CH:30][CH:29]=2)[NH:18][C:19]([CH3:27])([C:21]2[CH:26]=[CH:25][CH:24]=[CH:23][CH:22]=2)[CH3:20])[CH:12]=1)(C)(C)C.FC(F)(F)C(O)=O>ClCCl>[OH:36][C:8]1[C:7](=[O:37])[C:6](=[O:5])[C:9]=1[NH:10][C:11]1[CH:16]=[CH:15][CH:14]=[C:13]([CH:17]([C:28]2[CH:29]=[CH:30][C:31]([O:34][CH3:35])=[CH:32][CH:33]=2)[NH:18][C:19]([CH3:27])([C:21]2[CH:26]=[CH:25][CH:24]=[CH:23][CH:22]=2)[CH3:20])[CH:12]=1. Procedure details: Following a similar procedure to that described in Example (55b), 1.40 g of 3-t-butoxy-4-{3-[(4-methoxyphenyl )-(1-methyl-1-phenylethylamino)methyl]phenylamino}-3-cyclobutene-1,2-dione [prepared as described in step (c) above], 10 ml of trifluoroacetic acid and 35 ml of dichloromethane were reacted, to obtain 1.24 g of the title compound as a white solid. Reactants: ClC1=NC2=CC=CC=CC2=C1C#N (2-chloro-3-cyano-1-azaazulene), C([O-])([O-])=O.[K+].[K+] (potassium carbonate), Cl.COC1=C(C=CC=C1)N1CCCCC1 (2-methoxyphenylpiperadine hydrochloride), CN(C=O)C (dimethylformamide), O (water). Run at time 24 hour. Product: C(#N)C=1C(=NC2=CC=CC=CC12)N1CCN(CC1)C1=C(C=CC=C1)OC (3-Cyano-2-(4-(2-methoxyphenyl)piperazinyl)-1-azaazulene). Isolated yield 97.2%. RXN SMILES: Cl[C:2]1[C:11]([C:12]#[N:13])=[C:10]2[C:4](=[CH:5][CH:6]=[CH:7][CH:8]=[CH:9]2)[N:3]=1.C(=O)([O-])[O-].[K+].[K+].Cl.[CH3:21][O:22][C:23]1[CH:28]=[CH:27][CH:26]=[CH:25][C:24]=1[N:29]1[CH2:34][CH2:33]C[CH2:31][CH2:30]1.O.C[N:37](C)C=O>>[C:12]([C:11]1[C:2]([N:37]2[CH2:33][CH2:34][N:29]([C:24]3[CH:25]=[CH:26][CH:27]=[CH:28][C:23]=3[O:22][CH3:21])[CH2:30][CH2:31]2)=[N:3][C:4]2[C:10]=1[CH:9]=[CH:8][CH:7]=[CH:6][CH:5]=2)#[N:13] |f:1.2.3,4.5|. Procedure details: To a solution of 1.0 g (0.0053 mol) of 2-chloro-3-cyano-1-azaazulene in 20 ml of dimethylformamide were added 0.7 g (0.0053 mol) of anhydrous potassium carbonate and 1.2 g (0.0053 mol) of 2-methoxyphenylpiperadine hydrochloride. The reaction mixture was stirred at room temperature for 24 hours. The reaction mixture was poured into water with ice, and the precipitate was filtered and washed with water. After drying, the precipitate was recrystallized from mixture of ethyl acetate and petroleum et... The reactants are Cc1ccccc1, Cc1onc(-c2ccccc2)c1-c1ccnc(N)n1, CC(C)(C)[O-], COC(=O)c1c(-c2ccccc2)c2cc(Br)ccc2c(=O)n1Cc1ccc(C(=O)OC(C)(C)C)cc1, [Na+], CC(=O)[O-], CC(=O)[O-], O, [Pd+2]. The product is COC(=O)c1c(-c2ccccc2)c2cc(Nc3nccc(-c4c(-c5ccccc5)noc4C)n3)ccc2c(=O)n1Cc1ccc(C(=O)OC(C)(C)C)cc1. As a reaction SMILES: [CH3:1][c:2]1[cH:3][cH:4][cH:5][cH:6][cH:7]1.[CH3:44][c:45]1[c:46](-[c:56]2[n:57][c:58]([NH2:62])[n:59][cH:60][cH:61]2)[c:47](-[c:50]2[cH:51][cH:52][cH:53][cH:54][cH:55]2)[n:48][o:49]1.[CH3:63][C:64]([CH3:65])([O-:66])[CH3:67].[CH3:8][O:9][C:10](=[O:11])[c:12]1[n:13]([CH2:30][c:31]2[cH:32][cH:33][c:34]([C:37](=[O:38])[O:39][C:40]([CH3:41])([CH3:42])[CH3:43])[cH:35][cH:36]2)[c:14](=[O:29])[c:15]2[cH:16][cH:17][c:18]([Br:28])[cH:19][c:20]2[c:21]1-[c:22]1[cH:23][cH:24][cH:25][cH:26][cH:27]1.[Na+:68].[O-:70][C:71]([CH3:72])=[O:73].[O-:74][C:75]([CH3:76])=[O:77].[OH2:78].[Pd+2:69]>>[CH3:8][O:9][C:10](=[O:11])[c:12]1[n:13]([CH2:30][c:31]2[cH:32][cH:33][c:34]([C:37](=[O:38])[O:39][C:40]([CH3:41])([CH3:42])[CH3:43])[cH:35][cH:36]2)[c:14](=[O:29])[c:15]2[cH:16][cH:17][c:18]([NH:62][c:58]3[n:57][c:56](-[c:46]4[c:45]([CH3:44])[o:49][n:48][c:47]4-[c:50]4[cH:51][cH:52][cH:53][cH:54][cH:55]4)[cH:61][cH:60][n:59]3)[cH:19][c:20]2[c:21]1-[c:22]1[cH:23][cH:24][cH:25][cH:26][cH:27]1. Reactants: ClC=1C=C(C(=CC1Cl)N)N (4,5-Dichlorobenzene-1,2-diamine), C1(CCCCO1)=O (delta-valerolactone). The solvent is Cl (HCl). Run at temperature 135 celsius. The product is ClC1=CC2=C(NC(=N2)CCCCO)C=C1Cl (4-(5,6-Dichloro-1H-1,3-benzodiazol-2-yl)butan-1-ol). The yield is 86.7%. Reaction SMILES: [Cl:1][C:2]1[CH:3]=[C:4]([NH2:10])[C:5]([NH2:9])=[CH:6][C:7]=1[Cl:8].[C:11]1(=O)[O:16][CH2:15][CH2:14][CH2:13][CH2:12]1>Cl>[Cl:1][C:2]1[C:7]([Cl:8])=[CH:6][C:5]2[NH:9][C:11]([CH2:12][CH2:13][CH2:14][CH2:15][OH:16])=[N:10][C:4]=2[CH:3]=1. Procedure: 4,5-Dichlorobenzene-1,2-diamine (5.018 g, 28.4 mmol) was dissolved in HCl solution (4 M solution) (25 ml) at r.t. and delta-valerolactone (5.3 ml, 56.7 mmol) was added slowly. The reaction was heated to 135° C. for 2 hrs then slowly cooled to r.t. The reaction was quenched by the addition of sat. NaHCO3 solution (200 ml) until the pH was 8. The mixture was extracted with EtOAc (3×100 ml) and the combined organic layers were dried over MgSO4, filtered and concentrated in vacuo to give the crude p... Starting materials: CN1CCN(CC1)C1(COC=CCC1)CN (1-[3-(4-methylpiperazin-1-yl)-2,3,4,5-tetrahydrooxepin-3-yl]methanamine), CC(=O)O (AcOH), C(C)(=O)O[BH-](OC(C)=O)OC(C)=O.[Na+] (sodium triacetoxyborohydride), CN1C(C(=CC2=CC=CC=C12)C=O)=O (1-methyl-2-oxo-1,2-dihydroquinoline-3-carbaldehyde). The solvent is ClCCCl (1,2-dichloroethane), [OH-].[Na+] (NaOH). The product is CN1C(C(=CC2=CC=CC=C12)CNCC1(COC=CCC1)N1CCN(CC1)C)=O (1-Methyl-3-[({[3-(4-methylpiperazin-1-yl)-2,3,4,5-tetrahydrooxepin-3-yl]methyl}amino)methyl]quinolin-2(1H)-one). Yield: 69.3%. RXN SMILES: [CH3:1][N:2]1[CH2:7][CH2:6][N:5]([C:8]2([CH2:15][NH2:16])[CH2:14][CH2:13][CH:12]=[CH:11][O:10][CH2:9]2)[CH2:4][CH2:3]1.CC(O)=O.[CH3:21][N:22]1[C:31]2[C:26](=[CH:27][CH:28]=[CH:29][CH:30]=2)[CH:25]=[C:24]([CH:32]=O)[C:23]1=[O:34].C(O[BH-](OC(=O)C)OC(=O)C)(=O)C.[Na+]>ClCCCl.[OH-].[Na+]>[CH3:21][N:22]1[C:31]2[C:26](=[CH:27][CH:28]=[CH:29][CH:30]=2)[CH:25]=[C:24]([CH2:32][NH:16][CH2:15][C:8]2([N:5]3[CH2:4][CH2:3][N:2]([CH3:1])[CH2:7][CH2:6]3)[CH2:14][CH2:13][CH:12]=[CH:11][O:10][CH2:9]2)[C:23]1=[O:34] |f:3.4,6.7|. Procedure: To a solution of 1-[3-(4-methylpiperazin-1-yl)-2,3,4,5-tetrahydrooxepin-3-yl]methanamine (250 mg, 1.109 mmole) in 1,2-dichloroethane (4 ml) was added AcOH (290 μL, 5.07 mmole) then 1-methyl-2-oxo-1,2-dihydroquinoline-3-carbaldehyde (190 mg, 1.015 mmole). After 20 min sodium triacetoxyborohydride (323 mg, 1.522 mmole) was added. After 16 hr the mixture was diluted with 1M aqueous NaOH and extracted with CH2Cl2 (3×). The combined organic layers were dried (MgSO4), filtered, and concentrated. Flash... Starting materials: COc2cc1ccccc1c3ccccc23 (substrate), CC2(C)COB(c1ccccc1)OC2 (effective_coupling_partner). Reagents/catalysts: PCy3. Conditions: temperature 120 celsius, time 12 hour. Product: c4ccc(c2cc1ccccc1c3ccccc23)cc4. Starting materials: COC(N)=O, O=C=O, CC=CC(=O)Cl, C=Cc1ccccc1, ClCCl, Cl[Cu]. Product: CC=CC(=O)NC(=O)OC. Reaction SMILES: [C:1]([NH2:2])([O:3][CH3:4])=[O:5].[C:20](=[O:21])=[O:22].[C:6]([CH:7]=[CH:8][CH3:9])(=[O:10])[Cl:11].[CH2:12]=[CH:13][c:14]1[cH:15][cH:16][cH:17][cH:18][cH:19]1.[Cl:23][CH2:24][Cl:25].[Cu:26][Cl:27]>>[C:1]([NH:2][C:6]([CH:7]=[CH:8][CH3:9])=[O:10])([O:3][CH3:4])=[O:5].